This data is from the Open Reaction Database (ORD), a public repository of structured organic reaction records. The task is: describe an organic reaction: reactants, conditions, products, and yield Starting materials: CCCc1nc2cc(NS(=O)(=O)c3ccc(F)cc3)ccc2n1CC(=O)OC(C)(C)C, CC#N, CCOC(C)=O, BrC1CCCCC1, [K+], [K+], O=C([O-])[O-], O. The product is CCCc1nc2cc(N(C3CCCCC3)S(=O)(=O)c3ccc(F)cc3)ccc2n1CC(=O)OC(C)(C)C. RXN SMILES: [C:14]([CH3:15])([CH3:16])([CH3:17])[O:18][C:19]([CH2:20][n:21]1[c:22]([CH2:41][CH2:42][CH3:43])[n:23][c:24]2[c:25]1[cH:26][cH:27][c:28]([NH:30][S:31](=[O:32])(=[O:33])[c:34]1[cH:35][cH:36][c:37]([F:40])[cH:38][cH:39]1)[cH:29]2)=[O:44].[CH3:45][C:46]#[N:47].[CH3:48][CH2:49][O:50][C:51]([CH3:52])=[O:53].[CH:1]1([Br:7])[CH2:2][CH2:3][CH2:4][CH2:5][CH2:6]1.[K+:8].[K+:9].[O-:10][C:11]([O-:12])=[O:13].[OH2:54]>>[CH:1]1([N:30]([c:28]2[cH:27][cH:26][c:25]3[n:21]([CH2:20][C:19]([O:18][C:14]([CH3:15])([CH3:16])[CH3:17])=[O:44])[c:22]([CH2:41][CH2:42][CH3:43])[n:23][c:24]3[cH:29]2)[S:31](=[O:32])(=[O:33])[c:34]2[cH:35][cH:36][c:37]([F:40])[cH:38][cH:39]2)[CH2:2][CH2:3][CH2:4][CH2:5][CH2:6]1. Reactants: C(C)OC(=O)C1=C(C2=C(C=N1)N=C(S2)C2=CC=C(C=C2)F)O (2-(4-fluoro-phenyl)-7-hydroxy-thiazolo[4,5-c]pyridine-6-carboxylic acid ethyl ester), NCC(=O)O (glycine). The solvent is C[O-].[Na+].CO (sodium methoxide methanol). Run at temperature 120 celsius. Yields the product FC1=CC=C(C=C1)C=1SC2=C(C=NC(=C2O)C(=O)NCC(=O)O)N1 ({[2-(4-Fluoro-phenyl)-7-hydroxy-thiazolo[4,5-c]pyridine-6-carbonyl]-amino}-acetic acid). The yield is 76.0%. RXN SMILES: C(O[C:4]([C:6]1[N:11]=[CH:10][C:9]2[N:12]=[C:13]([C:15]3[CH:20]=[CH:19][C:18]([F:21])=[CH:17][CH:16]=3)[S:14][C:8]=2[C:7]=1[OH:22])=[O:5])C.[NH2:23][CH2:24][C:25]([OH:27])=[O:26]>C[O-].[Na+].CO>[F:21][C:18]1[CH:17]=[CH:16][C:15]([C:13]2[S:14][C:8]3[C:7]([OH:22])=[C:6]([C:4]([NH:23][CH2:24][C:25]([OH:27])=[O:26])=[O:5])[N:11]=[CH:10][C:9]=3[N:12]=2)=[CH:20][CH:19]=1 |f:2.3.4|. Procedure details: A mixture of 2-(4-fluoro-phenyl)-7-hydroxy-thiazolo[4,5-c]pyridine-6-carboxylic acid ethyl ester (81 mg, 0.25 mmol) and glycine (190 mg, 5.07 mmol) in 0.5 M sodium methoxide/methanol (4.0 mL) was heated at 120° C. using a CEM microwave reactor for 1H before it was cooled to room temperature and concentrated in vacuo. It was dissolved in water (50 mL) and extracted twice with dichloromethane. The remaining aqueous layer was acidified to pH=3 with 1N HCl (3 mL). The solid precipitate was filtered,... Reactants: ClCCCBr, O=C([O-])[O-], CC(C)=O, [K+], [K+], NS(=O)(=O)c1ccc(O)cc1. Yields the product NS(=O)(=O)c1ccc(OCCCCl)cc1. As a reaction SMILES: [Br:12][CH2:13][CH2:14][CH2:15][Cl:16].[C:17](=[O:18])([O-:19])[O-:20].[CH3:23][C:24](=[O:25])[CH3:26].[K+:21].[K+:22].[OH:1][c:2]1[cH:3][cH:4][c:5]([S:8](=[O:9])(=[O:10])[NH2:11])[cH:6][cH:7]1>>[O:1]([c:2]1[cH:3][cH:4][c:5]([S:8](=[O:9])(=[O:10])[NH2:11])[cH:6][cH:7]1)[CH2:13][CH2:14][CH2:15][Cl:16]. Starting materials: O=C(NC(Cc1ccccc1)C(O)CCl)OCc1ccccc1, CCOC(C)=O, CCO, ClCCl, [K+], [OH-]. Product: O=C(NC(Cc1ccccc1)C1CO1)OCc1ccccc1. RXN SMILES: [CH2:3]([c:4]1[cH:5][cH:6][cH:7][cH:8][cH:9]1)[O:10][C:11](=[O:12])[NH:13][CH:14]([CH:15]([CH2:16][Cl:17])[OH:18])[CH2:19][c:20]1[cH:21][cH:22][cH:23][cH:24][cH:25]1.[CH3:26][CH2:27][O:28][C:29](=[O:30])[CH3:31].[CH3:32][CH2:33][OH:34].[Cl:35][CH2:36][Cl:37].[K+:2].[OH-:1]>>[CH2:3]([c:4]1[cH:5][cH:6][cH:7][cH:8][cH:9]1)[O:10][C:11](=[O:12])[NH:13][CH:14]([CH:15]1[CH2:16][O:18]1)[CH2:19][c:20]1[cH:21][cH:22][cH:23][cH:24][cH:25]1. The reactants are [Cl-].ClC=1C(=C(C[P+](C2=CC=CC=C2)(C2=CC=CC=C2)C2=CC=CC=C2)C(=CC1C)C)C (3-chloro-2,4,6-trimethyl-benzyl-triphenyl-phosphonium chloride), C(C)OC(C=C(C=CC=C(C)C=O)C)=O (7-formyl-3-methyl-octa-2,4,6-trien-1-oic acid ethyl ester). Product: C(C)OC(C=C(C=CC=C(C=CC1=C(C(=C(C=C1C)C)Cl)C)C)C)=O (9-(3-chloro-2,4,6-trimethyl-phenyl)-3,7-dimethyl-nona-2,4,6,8-tetraen-1-oic acid ethyl ester). Reaction SMILES: [Cl-].[Cl:2][C:3]1[C:4]([CH3:31])=[C:5]([C:26]([CH3:30])=[CH:27][C:28]=1[CH3:29])[CH2:6][P+](C1C=CC=CC=1)(C1C=CC=CC=1)C1C=CC=CC=1.[CH2:32]([O:34][C:35](=[O:46])[CH:36]=[C:37]([CH3:45])[CH:38]=[CH:39][CH:40]=[C:41]([CH:43]=O)[CH3:42])[CH3:33]>>[CH2:32]([O:34][C:35](=[O:46])[CH:36]=[C:37]([CH3:45])[CH:38]=[CH:39][CH:40]=[C:41]([CH3:43])[CH:42]=[CH:6][C:5]1[C:26]([CH3:30])=[CH:27][C:28]([CH3:29])=[C:3]([Cl:2])[C:4]=1[CH3:31])[CH3:33] |f:0.1|. Procedure: 3-chloro-2,4,6-trimethyl-benzyl-triphenyl-phosphonium chloride is condensed with 7-formyl-3-methyl-octa-2,4,6-trien-1-oic acid ethyl ester to produce 9-(3-chloro-2,4,6-trimethyl-phenyl)-3,7-dimethyl-nona-2,4,6,8-tetraen-1-oic acid ethyl ester, m.p.: 84°-85° C. The reactants are CC(=O)O[BH-](OC(C)=O)OC(C)=O, CCOC(=O)COc1c(C(=O)OC)sc(-c2cccc(C=O)c2)c1Br, CC(=O)O, ClCCl, Nc1ccccc1, [Na+]. The product is CCOC(=O)COc1c(C(=O)OC)sc(-c2cccc(CNc3ccccc3)c2)c1Br. RXN SMILES: [C:37]([O:38][BH-:39]([O:40][C:41](=[O:42])[CH3:43])[O:44][C:45](=[O:46])[CH3:47])(=[O:48])[CH3:49].[CH3:1][O:2][C:3](=[O:4])[c:5]1[s:6][c:7](-[c:18]2[cH:19][c:20]([CH:24]=[O:25])[cH:21][cH:22][cH:23]2)[c:8]([Br:17])[c:9]1[O:10][CH2:11][C:12](=[O:13])[O:14][CH2:15][CH3:16].[CH3:33][C:34](=[O:35])[OH:36].[Cl:51][CH2:52][Cl:53].[NH2:26][c:27]1[cH:28][cH:29][cH:30][cH:31][cH:32]1.[Na+:50]>>[CH3:1][O:2][C:3](=[O:4])[c:5]1[s:6][c:7](-[c:18]2[cH:19][c:20]([CH2:24][NH:26][c:27]3[cH:28][cH:29][cH:30][cH:31][cH:32]3)[cH:21][cH:22][cH:23]2)[c:8]([Br:17])[c:9]1[O:10][CH2:11][C:12](=[O:13])[O:14][CH2:15][CH3:16]. The reactants are [N+](=O)([O-])C=1C=CC=2C(N3C(=NC2C1)CCC3)=O (6-nitro-1,2,3,9-tetrahydro-pyrrolo[2,1-b]quinazoline-9-one), C(C1=CC=CC=C1)=O (benzaldehyde), C[O-].[Na+] (sodium methoxide). Solvent: CO (methanol). Conditions: time 16 hour. Yields the product C(C1=CC=CC=C1)=C1CCN2C1=NC=1C=C(C=CC1C2=O)[N+](=O)[O-] (3-benzylidene-6-nitro-1,2,3,9-tetrahydro-pyrrolo[2,1-b]quinazoline-9-one). Reaction SMILES: [N+:1]([C:4]1[CH:5]=[CH:6][C:7]2[C:8](=[O:17])[N:9]3[CH2:16][CH2:15][CH2:14][C:10]3=[N:11][C:12]=2[CH:13]=1)([O-:3])=[O:2].[CH:18](=O)[C:19]1[CH:24]=[CH:23][CH:22]=[CH:21][CH:20]=1.C[O-].[Na+]>CO>[CH:18](=[C:14]1[C:10]2=[N:11][C:12]3[CH:13]=[C:4]([N+:1]([O-:3])=[O:2])[CH:5]=[CH:6][C:7]=3[C:8](=[O:17])[N:9]2[CH2:16][CH2:15]1)[C:19]1[CH:24]=[CH:23][CH:22]=[CH:21][CH:20]=1 |f:2.3|. Procedure details: 6-nitro-1,2,3,9-tetrahydro-pyrrolo[2,1-b]quinazoline-9-one, m.p. 196°-197° C. (3.7 g), prepared according to the Example 2, was reacted with benzaldehyde (2 g) in methanol (100 ml) in the presence of sodium methoxide (1.74 g) under stirring at room temperature for 16 hours and then at 60° C. for 4 hours. After concentration in vacuo of the suspension, the precipitate was filtered and washed with water until neutral: crystallization from CH2Cl2 -methanol gave 3-benzylidene-6-nitro-1,2,3,9-tetrahy... The reactants are CC(CO)Nc1nc(Cl)ncc1-c1cccs1, CS(=O)(=NC(=O)Nc1ccc(Cl)cc1)c1ccc(N)cc1. Yields the product CC(CO)Nc1nc(Nc2ccc(S(C)(=O)=NC(=O)Nc3ccc(Cl)cc3)cc2)ncc1-c1cccs1. Reaction SMILES: [Cl:1][c:2]1[n:3][cH:4][c:5](-[c:13]2[s:14][cH:15][cH:16][cH:17]2)[c:6]([NH:8][CH:9]([CH2:10][OH:11])[CH3:12])[n:7]1.[NH2:18][c:19]1[cH:20][cH:21][c:22]([S:25](=[O:26])(=[N:27][C:28]([NH:29][c:30]2[cH:31][cH:32][c:33]([Cl:36])[cH:34][cH:35]2)=[O:37])[CH3:38])[cH:23][cH:24]1>>[c:2]1([NH:18][c:19]2[cH:20][cH:21][c:22]([S:25](=[O:26])(=[N:27][C:28]([NH:29][c:30]3[cH:31][cH:32][c:33]([Cl:36])[cH:34][cH:35]3)=[O:37])[CH3:38])[cH:23][cH:24]2)[n:3][cH:4][c:5](-[c:13]2[s:14][cH:15][cH:16][cH:17]2)[c:6]([NH:8][CH:9]([CH2:10][OH:11])[CH3:12])[n:7]1.